describe an organic reaction: reactants, conditions, products, and yield From a dataset of the Open Reaction Database (ORD), a public repository of structured organic reaction records. RXN SMILES: [CH3:1][O:2][C:3](=[O:4])[c:5]1[c:6](-[c:11]2[cH:12][c:13]([O:21][CH3:22])[c:14]([O:19][CH3:20])[c:15]([O:17][CH3:18])[cH:16]2)[cH:7][cH:8][cH:9][cH:10]1.[CH3:25][OH:26].[Li+:24].[OH-:23]>>[O:2]=[C:3]([OH:4])[c:5]1[c:6](-[c:11]2[cH:12][c:13]([O:21][CH3:22])[c:14]([O:19][CH3:20])[c:15]([O:17][CH3:18])[cH:16]2)[cH:7][cH:8][cH:9][cH:10]1. Yields the product COc1cc(-c2ccccc2C(=O)O)cc(OC)c1OC. Reactants: COC(=O)c1ccccc1-c1cc(OC)c(OC)c(OC)c1, CO, [Li+], [OH-]. Starting materials: solution, sodium dihydro-bis-(2-methoxyethoxy)aluminate, ClC=1C=C2C=CC(=CC2=CC1)C(=O)OC (methyl 6-chloro-2-naphthoate), Cl (hydrochloric acid), O (water). The solvent is C1=CC=CC=C1 (benzene), CCOCC (ether), CCOCC (ether), CCOCC (ether). Run at time 30 minute. Product: ClC=1C=C2C=CC(=CC2=CC1)CO (6-chloro-2-hydroxymethylnaphthalene). The yield is 98.0%. As a reaction SMILES: [Cl:1][C:2]1[CH:3]=[C:4]2[C:9](=[CH:10][CH:11]=1)[CH:8]=[C:7]([C:12](OC)=[O:13])[CH:6]=[CH:5]2.Cl.O>CCOCC.C1C=CC=CC=1>[Cl:1][C:2]1[CH:3]=[C:4]2[C:9](=[CH:10][CH:11]=1)[CH:8]=[C:7]([CH2:12][OH:13])[CH:6]=[CH:5]2. Procedure details: A solution of the methyl 6-chloro-2-naphthoate (111 g.) in ether (2.5 l.) is added, dropwise below 25° C. under nitrogen, to a stirred mixture of ether (250 ml.) and a 70% solution (250 ml.) of sodium dihydro-bis-(2-methoxyethoxy)aluminate in benzene during 1 hour. The mixture is stirred for a further 30 minutes and 2N-hydrochloric acid (250 ml.) is added cautiously. The solution is decanted from undissolved solid, and concentrated hydrochloric acid is added to the solid until it dissolves. The ... Starting materials: aqueous solution, [OH-].[Na+] (sodium hydroxide), C1(=CC=CC=C1)C(C1=CC=CC=C1)NC1CCN(CC1)CCCNC=1C=CC=2N(N1)C=C(N2)C(C(=O)OCC)(C)C (ethyl 2-[6-[3-[4-(diphenylmethylamino) piperidino]propylamino]imidazo[1,2-b]pyridazin-2-yl]-2-methylpropionate). Run in C(C)O (ethanol). Yields the product C1(=CC=CC=C1)C(C1=CC=CC=C1)NC1CCN(CC1)CCCNC=1C=CC=2N(N1)C=C(N2)C(C(=O)O)(C)C (2-[6-[3-[4-(diphenylmethylamino) piperidino]propylamino]imidazo[1,2-b]pyridazin-2-yl]-2-methylpropionic acid). The yield is 86.6%. RXN SMILES: [C:1]1([CH:7]([NH:14][CH:15]2[CH2:20][CH2:19][N:18]([CH2:21][CH2:22][CH2:23][NH:24][C:25]3[CH:26]=[CH:27][C:28]4[N:29]([CH:31]=[C:32]([C:34]([CH3:41])([CH3:40])[C:35]([O:37]CC)=[O:36])[N:33]=4)[N:30]=3)[CH2:17][CH2:16]2)[C:8]2[CH:13]=[CH:12][CH:11]=[CH:10][CH:9]=2)[CH:6]=[CH:5][CH:4]=[CH:3][CH:2]=1.[OH-].[Na+]>C(O)C>[C:1]1([CH:7]([NH:14][CH:15]2[CH2:20][CH2:19][N:18]([CH2:21][CH2:22][CH2:23][NH:24][C:25]3[CH:26]=[CH:27][C:28]4[N:29]([CH:31]=[C:32]([C:34]([CH3:41])([CH3:40])[C:35]([OH:37])=[O:36])[N:33]=4)[N:30]=3)[CH2:17][CH2:16]2)[C:8]2[CH:9]=[CH:10][CH:11]=[CH:12][CH:13]=2)[CH:2]=[CH:3][CH:4]=[CH:5][CH:6]=1 |f:1.2|. Procedure details: 612 mg of ethyl 2-[6-[3-[4-(diphenylmethylamino) piperidino]propylamino]imidazo[1,2-b]pyridazin-2-yl]-2-methylpropionate was dissolved in 5 ml of ethanol; 2.2 ml of a 1 N aqueous solution of sodium hydroxide was added, followed by thermal refluxing for 6 hours. After cooling, the mixture was concentrated under reduced pressure; the residue was diluted with water, washed with ethyl acetate and ajusted to pH 5 by the addition of 1 N hydrochloric acid. The mixture was saturated with sodium chloride... Reactants: BrBr (Br2), ClC=1C=C(C=CC1F)NC(CC)=O (N-(3-chloro-4-fluorophenyl)propionamide), ice water. As a reaction SMILES: [Cl:1][C:2]1[CH:3]=[C:4]([NH:9][C:10](=[O:13])[CH2:11][CH3:12])[CH:5]=[CH:6][C:7]=1[F:8].[Br:14]Br>C(O)(=O)C>[Br:14][C:5]1[CH:6]=[C:7]([F:8])[C:2]([Cl:1])=[CH:3][C:4]=1[NH:9][C:10](=[O:13])[CH2:11][CH3:12]. Yields the product BrC1=C(C=C(C(=C1)F)Cl)NC(CC)=O (N-(2-bromo-5-chloro-4-fluorophenyl)propionamide). Procedure: The solid (10 g, 49.60 mmol) from step 1 dissolved in acetic acid (70 mL) was added with Br2 (12.7 mL, 247.93 mmol) dropwise for 2 h. Then the reaction mixture was kept stirring at rt for 5.5 h. The resulting mixture was poured to ice water (1 L) and quenched with excess of NaHSO3 until the solution became clear with yellow suspension. The quenched solution was filtered to get title compound (13.52 g, 97.2%). 1H NMR (400 MHz, DMSO-d6) δ 1.07 (t, J=7.6 Hz, 3H), 2.36 (q, J=7.6 Hz, 2H), 7.80 (d, J=... Solvent: C(C)(=O)O (acetic acid). Reaction conditions: time 5.5 hour. Yield: 97.2%. Starting materials: FC1=CC2=C(C(=NO2)C2=CC=C(C=C2)OC[C@@H]2OC2)C=C1 ((R)-6-fluoro-3-(4-oxiranylmethoxy-phenyl)-benzo[d]isoxazole), FC1=C(CN)C=CC(=C1)F (2,4-difluorobenzylamine). Solvent: C(C)O (ethanol). Yields the product FC1=C(CNC[C@H](COC2=CC=C(C=C2)C2=NOC3=C2C=CC(=C3)F)O)C=CC(=C1)F ((R)-1-(2,4-difluoro-benzylamino)-3-[4-(6-fluoro-benzo[d]isoxazol-3-yl)-phenoxy]-propan-2-ol). Reaction SMILES: [F:1][C:2]1[CH:21]=[CH:20][C:5]2[C:6]([C:9]3[CH:14]=[CH:13][C:12]([O:15][CH2:16][C@H:17]4[CH2:19][O:18]4)=[CH:11][CH:10]=3)=[N:7][O:8][C:4]=2[CH:3]=1.[F:22][C:23]1[CH:30]=[C:29]([F:31])[CH:28]=[CH:27][C:24]=1[CH2:25][NH2:26]>C(O)C>[F:22][C:23]1[CH:30]=[C:29]([F:31])[CH:28]=[CH:27][C:24]=1[CH2:25][NH:26][CH2:19][C@@H:17]([OH:18])[CH2:16][O:15][C:12]1[CH:11]=[CH:10][C:9]([C:6]2[C:5]3[CH:20]=[CH:21][C:2]([F:1])=[CH:3][C:4]=3[O:8][N:7]=2)=[CH:14][CH:13]=1. Reported procedure: The title compound is prepared from (R)-6-fluoro-3-(4-oxiranylmethoxy-phenyl)-benzo[d]isoxazole, 2,4-difluorobenzylamine, and ethanol essentially as described above in Example 112. Purity by LC/MS=96%, [M+H]+=429. Starting materials: C(C)(C)(C)OC(=O)N1C[C@@H](N(C[C@H]1C)C(=O)OCC1=CC=CC=C1)COC ((2R,5R)-2-methoxymethyl-5-methyl-piperazine-1,4-dicarboxylic acid 1-benzyl ester 4-tert-butyl ester). The reagents and catalysts are [Pd] (Pd/C). Solvent: CO (MeOH). Run at time 3 hour. Yields the product C(C)(C)(C)OC(=O)N1[C@@H](CN[C@H](C1)COC)C ((2R,5R)-5-Methoxymethyl-2-methyl-piperazine-1-carboxylic acid tert-butyl ester). The yield is 93.8%. RXN SMILES: [C:1]([O:5][C:6]([N:8]1[C@H:13]([CH3:14])[CH2:12][N:11](C(OCC2C=CC=CC=2)=O)[C@@H:10]([CH2:25][O:26][CH3:27])[CH2:9]1)=[O:7])([CH3:4])([CH3:3])[CH3:2]>[Pd].CO>[C:1]([O:5][C:6]([N:8]1[CH2:9][C@H:10]([CH2:25][O:26][CH3:27])[NH:11][CH2:12][C@H:13]1[CH3:14])=[O:7])([CH3:4])([CH3:3])[CH3:2]. Procedure details: 10% Pd/C (5.05 g, 4.76 mmol) and (2R,5R)-2-methoxymethyl-5-methyl-piperazine-1,4-dicarboxylic acid 1-benzyl ester 4-tert-butyl ester (18 g, 48 mmol) were mixed with MeOH (190 mL) at ambient temperature and the mixture was hydrogenated at ambient temperature and 1 bar for 3 h. The mixture was filtered through celite and the filtrate concentrated, to give the title compound (11 g, 99%) as a colourless oil. 1H NMR (Me-d3-OD): 4.16 (1H, dd), 3.80 (1H, d), 3.71-3.47 (1H, m), 3.47-3.40 (1H, m), 3.39 (... Starting materials: [Al+3], CON(C)C(=O)C1CCN(C(=O)OC(C)(C)C)CC1, [H-], [H-], [H-], [H-], [Li+]. Product: CC(C)(C)OC(=O)N1CCC(C=O)CC1. As a reaction SMILES: [Al+3:2].[C:7]([CH3:8])([CH3:9])([CH3:10])[O:11][C:12](=[O:13])[N:14]1[CH2:15][CH2:16][CH:17]([C:20]([N:21]([O:22][CH3:23])[CH3:24])=[O:25])[CH2:18][CH2:19]1.[H-:1].[H-:4].[H-:5].[H-:6].[Li+:3]>>[C:7]([CH3:8])([CH3:9])([CH3:10])[O:11][C:12](=[O:13])[N:14]1[CH2:15][CH2:16][CH:17]([CH:20]=[O:25])[CH2:18][CH2:19]1. RXN SMILES: [NH2:1][CH2:2][CH2:3][CH2:4][CH2:5][NH2:6].[CH3:7][O:8][C:9]1[C:22]2[C:21](=[O:23])[C:20]3[C:15](=[CH:16][CH:17]=[CH:18][CH:19]=3)[C:14](=[O:24])[C:13]=2[C:12](OC)=[CH:11][CH:10]=1>C(Cl)Cl>[NH2:1][CH2:2][CH2:3][CH2:4][CH2:5][NH:6][C:12]1[C:13]2[C:14](=[O:24])[C:15]3[C:20](=[CH:19][CH:18]=[CH:17][CH:16]=3)[C:21](=[O:23])[C:22]=2[C:9]([O:8][CH3:7])=[CH:10][CH:11]=1. Procedure details: 1,4-Diaminobutane (1.65 g, 19 mmol) was added to a solution of 1,4-dimethoxyanthracene-9,10-dione (1.0 g, 3.7 mmol) in CH2Cl2 (700 ml). After seven, hours of irradiation, the solvent was removed and the residue chromatographed on silica gel. Starting material was eluted with CHCl3 and the product with 5% CH3OH in CHCl3. A purple solid (0.61 g, 50%) was obtained which was converted to the benzyloxycarbonyl derivative. Yields the product NCCCCNC1=CC=C(C=2C(C3=CC=CC=C3C(C12)=O)=O)OC (1-(4-aminobutylamino)-4-methoxyanthracene-9,10-dione). The reactants are NCCCCN (1,4-Diaminobutane), COC1=CC=C(C=2C(C3=CC=CC=C3C(C12)=O)=O)OC (1,4-dimethoxyanthracene-9,10-dione). Solvent: C(Cl)Cl (CH2Cl2). Isolated yield 50.8%. Reactants: Cc1cc(C(=O)O)ccc1C1=CCC2CCC1C2, c1ccc2c(c1)Cn1cccc1CN2. Yields the product Cc1cc(C(=O)N2Cc3cccn3Cc3ccccc32)ccc1C1=CCC2CCC1C2. Reaction SMILES: [CH:1]12[C:2]([c:9]3[c:10]([CH3:18])[cH:11][c:12]([C:13](=[O:14])[OH:15])[cH:16][cH:17]3)=[CH:3][CH2:4][CH:5]([CH2:6][CH2:7]1)[CH2:8]2.[cH:19]1[cH:20][cH:21][n:22]2[c:23]1[CH2:24][NH:25][c:26]1[c:27]([cH:29][cH:30][cH:31][cH:32]1)[CH2:28]2>>[CH:1]12[C:2]([c:9]3[c:10]([CH3:18])[cH:11][c:12]([C:13](=[O:14])[N:25]4[CH2:24][c:23]5[cH:19][cH:20][cH:21][n:22]5[CH2:28][c:27]5[c:26]4[cH:32][cH:31][cH:30][cH:29]5)[cH:16][cH:17]3)=[CH:3][CH2:4][CH:5]([CH2:6][CH2:7]1)[CH2:8]2. The reactants are FC(OC=1C=C(C=CC1)B(O)O)(F)F (3-Trifluoromethoxybenzene boronic acid), BrC1=CC=C(C=C1)C=1OC(=C(N1)CCN1CCCC1)C (2-(4-Bromo-phenyl)-5-methyl-4-(2-pyrrolidin-1-yl-ethyl)-oxazole). Yields the product CC1=C(N=C(O1)C1=CC=C(C=C1)C1=CC(=CC=C1)OC(F)(F)F)CCN1CCCC1 (5-Methyl-4-(2-pyrrolidin-1-yl-ethyl)-2-(3′-trifluoromethoxy-biphenyl-4-yl)-oxazole). Reaction SMILES: [F:1][C:2]([F:14])([F:13])[O:3][C:4]1[CH:5]=[C:6](B(O)O)[CH:7]=[CH:8][CH:9]=1.Br[C:16]1[CH:21]=[CH:20][C:19]([C:22]2[O:23][C:24]([CH3:34])=[C:25]([CH2:27][CH2:28][N:29]3[CH2:33][CH2:32][CH2:31][CH2:30]3)[N:26]=2)=[CH:18][CH:17]=1>>[CH3:34][C:24]1[O:23][C:22]([C:19]2[CH:20]=[CH:21][C:16]([C:6]3[CH:7]=[CH:8][CH:9]=[C:4]([O:3][C:2]([F:14])([F:13])[F:1])[CH:5]=3)=[CH:17][CH:18]=2)=[N:26][C:25]=1[CH2:27][CH2:28][N:29]1[CH2:33][CH2:32][CH2:31][CH2:30]1. Reported procedure: The title compound is prepared in a manner substantially analogous to Example 35 starting from 3-Trifluoromethoxybenzene boronic acid and 2-(4-Bromo-phenyl)-5-methyl-4-(2-pyrrolidin-1-yl-ethyl)-oxazole. MS (m/e): 417.1 (M+1)